From a dataset of the Open Reaction Database (ORD), a public repository of structured organic reaction records. describe an organic reaction: reactants, conditions, products, and yield Starting materials: Grignard reagent, O(C1=CC=CC=C1)C=1C=C(C=CC1)Br (3-phenoxyphenyl bromide), [Mg] (magnesium), C(C)(=O)OCC(=CC1(CC1)C1=C(C=C(C=C1)F)F)F (1-(3-Acetoxy-2-fluoroprop-1-enyl)-1-(2,4-difluorophenyl)cyclopropane). Yields the product C8, FC1=C(C=CC(=C1)F)C1(CC1)C=C(CC1=CC(=CC=C1)OC1=CC=CC=C1)F (1-(2,4-difluorophenyl)-1-(2-fluoro-3-(3-phenoxyphenyl)prop-1-enyl)cyclopropane). As a reaction SMILES: [O:1]([C:8]1[CH:9]=[C:10](Br)[CH:11]=[CH:12][CH:13]=1)[C:2]1[CH:7]=[CH:6][CH:5]=[CH:4][CH:3]=1.[Mg].C(O[CH2:20][C:21]([F:34])=[CH:22][C:23]1([C:26]2[CH:31]=[CH:30][C:29]([F:32])=[CH:28][C:27]=2[F:33])[CH2:25][CH2:24]1)(=O)C>O1CCCC1>[F:33][C:27]1[CH:28]=[C:29]([F:32])[CH:30]=[CH:31][C:26]=1[C:23]1([CH:22]=[C:21]([F:34])[CH2:20][C:10]2[CH:11]=[CH:12][CH:13]=[C:8]([O:1][C:2]3[CH:7]=[CH:6][CH:5]=[CH:4][CH:3]=3)[CH:9]=2)[CH2:24][CH2:25]1. Isolated yield 56.8%. The solvent is O1CCCC1 (tetrahydrofuran). Procedure details: The method of Example 25 was repeated using a Grignard reagent, prepared from 3-phenoxyphenyl bromide (0.28 g), tetrahydrofuran (2 ml), magnesium (22 mg) and 1-(3-acetoxy-2-fluoroprop-1-enyl)-1-(2,4-difluorophenyl)cyclopropane (Example 23) (0.1 g). The residue after evaporation was purified by preparative thin layer chromatography (solvent: diethyl ether/hexane; 1:9) and then preparative high performance liquid chromatography (column: C8; solvent: methanol; flow rate: 2 ml/min) to afford 1-(2,4-... Reactants: ClC1=CC=C(C=C1)C(N1CC(C1)=CS(=O)(=O)CC=1C=C(C(=O)O)C=CC1)C1=CC=C(C=C1)Cl (3-({1-[bis(4-chlorophenyl)methyl]azetidin-3-ylidene}methanesulfonylmethyl)benzoic acid), resin, C(C(C)(C)C)N (neopentylamine). Product: ClC1=CC=C(C=C1)C(N1CC(C1)=CS(=O)(=O)CC=1C=C(C(=O)NCC(C)(C)C)C=CC1)C1=CC=C(C=C1)Cl (3-({1-[bis(4-chlorophenyl)methyl]azetidin-3-ylidene}methanesulfonylmethyl)-N-(2,2-dimethylpropyl)benzamide). Reported procedure: The operation is carried out under the conditions described in Example 124 starting with 110 mg of activated 3-({1-[bis(4-chlorophenyl)methyl]azetidin-3-ylidene}methanesulfonylmethyl)benzoic acid on TFP resin (121 μM) and 0.023 cm3 of neopentylamine. 69 mg of 3-({1-[bis(4-chlorophenyl)methyl]azetidin-3-ylidene}methanesulfonylmethyl)-N-(2,2-dimethylpropyl)benzamide are thus obtained in the form of a pale yellow powder [1H NMR spectrum (400 MHz, (CD3)2SO-d6, δ in ppm): 0.90 (s, 9H), 2.98 (s, 3H), ... As a reaction SMILES: [Cl:1][C:2]1[CH:7]=[CH:6][C:5]([CH:8]([C:27]2[CH:32]=[CH:31][C:30]([Cl:33])=[CH:29][CH:28]=2)[N:9]2[CH2:12][C:11](=[CH:13][S:14]([CH2:17][C:18]3[CH:19]=[C:20]([CH:24]=[CH:25][CH:26]=3)[C:21](O)=[O:22])(=[O:16])=[O:15])[CH2:10]2)=[CH:4][CH:3]=1.[CH2:34]([NH2:39])[C:35]([CH3:38])([CH3:37])[CH3:36]>>[Cl:33][C:30]1[CH:29]=[CH:28][C:27]([CH:8]([C:5]2[CH:4]=[CH:3][C:2]([Cl:1])=[CH:7][CH:6]=2)[N:9]2[CH2:10][C:11](=[CH:13][S:14]([CH2:17][C:18]3[CH:19]=[C:20]([CH:24]=[CH:25][CH:26]=3)[C:21]([NH:39][CH2:34][C:35]([CH3:38])([CH3:37])[CH3:36])=[O:22])(=[O:16])=[O:15])[CH2:12]2)=[CH:32][CH:31]=1. Reactants: CC(=O)c1cccc2c1N(N=O)CCC2, ClCCl, CCO, O=Cc1ccccc1, [Na+], [OH-], O. Yields the product O=NN1CCCc2cccc(C(=O)C=Cc3ccccc3)c21. As a reaction SMILES: [C:3]([CH3:4])(=[O:5])[c:6]1[cH:7][cH:8][cH:9][c:10]2[c:15]1[N:14]([N:16]=[O:17])[CH2:13][CH2:12][CH2:11]2.[CH2:26]([Cl:27])[Cl:28].[CH3:30][CH2:31][OH:32].[CH:18](=[O:19])[c:20]1[cH:21][cH:22][cH:23][cH:24][cH:25]1.[Na+:2].[OH-:1].[OH2:29]>>[C:3]([CH:4]=[CH:18][c:20]1[cH:21][cH:22][cH:23][cH:24][cH:25]1)(=[O:5])[c:6]1[cH:7][cH:8][cH:9][c:10]2[c:15]1[N:14]([N:16]=[O:17])[CH2:13][CH2:12][CH2:11]2. Reaction SMILES: Br.[NH2:2][C:3]1[S:4][C:5](Br)=[CH:6][N:7]=1.[CH2:9]([SH:13])[CH2:10][CH2:11][CH3:12]>C(O)C>[NH2:2][C:3]1[S:4][C:5]([S:13][CH2:9][CH2:10][CH2:11][CH3:12])=[CH:6][N:7]=1 |f:0.1|. Starting materials: Br.NC=1SC(=CN1)Br (2-amino-5-bromothiazole hydrobromide), C(CCC)S (1-butanethiol). Reaction conditions: time 18 hour. Yields the product NC=1SC(=CN1)SCCCC (2-amino-5-butylthiothiazole). Procedure: A mixture of 2-amino-5-bromothiazole hydrobromide (13.0 g, 0.05 mol, available from Acros Organics) and 1-butanethiol (4.5 g, 0.05 mol) in ethanol (50 ml) was heated under reflux on a steam-bath for 30 h. The mixture was then allowed to stand at room temperature for 18 h before being distilled under reduced pressure. Water (25 ml) was added to the residue followed by the cautious addition of 0.88 ammonia (25 ml). The mixture was stirred at room temperature for 4 h, then the resulting beige solid... The solvent is C(C)O (ethanol). Reactants: CC=1C=C2C(=NC1)N=C(N2)C2=C(C=C(C=C2)O)OC (6-methyl-2-(2'-methoxy-4'-hydroxy-phenyl)-imidazo[4,5-b]pyridine), CS(=O)(=O)Cl (methanesulfonic acid chloride). Product: CC=1C=C2C(=NC1)N=C(N2)C2=C(C=C(C=C2)OS(=O)(=O)C)OC (6-Methyl-2-(2'-methoxy-4'-methanesulfonyloxy-phenyl)-imidazo[4,5-b]pyridine). As a reaction SMILES: [CH3:1][C:2]1[CH:3]=[C:4]2[NH:10][C:9]([C:11]3[CH:16]=[CH:15][C:14]([OH:17])=[CH:13][C:12]=3[O:18][CH3:19])=[N:8][C:5]2=[N:6][CH:7]=1.[CH3:20][S:21](Cl)(=[O:23])=[O:22]>>[CH3:1][C:2]1[CH:3]=[C:4]2[NH:10][C:9]([C:11]3[CH:16]=[CH:15][C:14]([O:17][S:21]([CH3:20])(=[O:23])=[O:22])=[CH:13][C:12]=3[O:18][CH3:19])=[N:8][C:5]2=[N:6][CH:7]=1. Procedure details: Prepared analogously to Example 1 from 6-methyl-2-(2'-methoxy-4'-hydroxy-phenyl)-imidazo[4,5-b]pyridine and methanesulfonic acid chloride. Starting materials: CN1CCN(c2ccc(N)cc2)CC1, CO, Clc1c2ccccc2nc2ccccc12, Cl. Product: CN1CCN(c2ccc(Nc3c4ccccc4nc4ccccc34)cc2)CC1. As a reaction SMILES: [CH3:1][N:2]1[CH2:3][CH2:4][N:5]([c:8]2[cH:9][cH:10][c:11]([NH2:12])[cH:13][cH:14]2)[CH2:6][CH2:7]1.[CH3:31][OH:32].[Cl:16][c:17]1[c:18]2[cH:19][cH:20][cH:21][cH:22][c:23]2[n:24][c:25]2[cH:26][cH:27][cH:28][cH:29][c:30]12.[ClH:15]>>[CH3:1][N:2]1[CH2:3][CH2:4][N:5]([c:8]2[cH:9][cH:10][c:11]([NH:12][c:17]3[c:18]4[cH:19][cH:20][cH:21][cH:22][c:23]4[n:24][c:25]4[cH:26][cH:27][cH:28][cH:29][c:30]34)[cH:13][cH:14]2)[CH2:6][CH2:7]1.